From a dataset of the Open Reaction Database (ORD), a public repository of structured organic reaction records. describe an organic reaction: reactants, conditions, products, and yield Starting materials: Brc1ccncc1, CCCC[Sn](Cl)(CCCC)CCCC, CCOCC, [Li]CCCC, [Cl-], Cl, [NH4+]. Yields the product CCCC[Sn](CCCC)(CCCC)c1ccncc1. Reaction SMILES: [Br:2][c:3]1[cH:4][cH:5][n:6][cH:7][cH:8]1.[CH2:14]([CH2:15][CH2:16][CH3:17])[Sn:18]([CH2:19][CH2:20][CH2:21][CH3:22])([CH2:23][CH2:24][CH2:25][CH3:26])[Cl:27].[CH3:30][CH2:31][O:32][CH2:33][CH3:34].[CH3:9][CH2:10][CH2:11][CH2:12][Li:13].[Cl-:28].[ClH:1].[NH4+:29]>>[c:3]1([Sn:18]([CH2:14][CH2:15][CH2:16][CH3:17])([CH2:19][CH2:20][CH2:21][CH3:22])[CH2:23][CH2:24][CH2:25][CH3:26])[cH:4][cH:5][n:6][cH:7][cH:8]1. The reactants are CSC=1C=CC2=C(C=CC3=C(S2(=O)=O)C=C(C=C3)C(=O)Cl)C1 (8-methylthiodibenzo[b,f]thiepin-3-carboxylic acid chloride-5,5-dioxide), [H-].C(C)(C)(C)O[Al](OC(C)(C)C)OC(C)(C)C.[Li+] (lithium tri-tertiary butoxy-aluminum hydride). The solvent is C(OC)COC (glyme), C(OC)COC (glyme). Product: CSC=1C=CC2=C(C=CC3=C(S2(=O)=O)C=C(C=C3)C=O)C1 (8-Methylthiodibenzo[b,f]thiepin-3-carboxaldehyde-5,5-dioxide). Reaction SMILES: [CH3:1][S:2][C:3]1[CH:4]=[CH:5][C:6]2[S:12](=[O:14])(=[O:13])[C:11]3[CH:15]=[C:16]([C:19](Cl)=[O:20])[CH:17]=[CH:18][C:10]=3[CH:9]=[CH:8][C:7]=2[CH:22]=1.[H-].C(O[Al](OC(C)(C)C)OC(C)(C)C)(C)(C)C.[Li+]>C(COC)OC>[CH3:1][S:2][C:3]1[CH:4]=[CH:5][C:6]2[S:12](=[O:14])(=[O:13])[C:11]3[CH:15]=[C:16]([CH:19]=[O:20])[CH:17]=[CH:18][C:10]=3[CH:9]=[CH:8][C:7]=2[CH:22]=1 |f:1.2.3|. Procedure: Dissolve the crude 8-methylthiodibenzo[b,f]thiepin-3-carboxylic acid chloride-5,5-dioxide in glyme, and with stirring under dry nitrogen, add a filtered solution of 1.1 equivalents of lithium tri-tertiary butoxy-aluminum hydride in glyme dropwise with cooling (ice-bath). Stir the mixture for 1 hour after the addition is complete and pour into ice-cold dilute hydrochloric acid. Isolate the crude title compound by extraction with chloroform and purify the compound by column chromatography on silic... The reactants are BrCCC1=CC=C(C=C1)C1=C(C=CC=C1)OC1=CC=C(C=C1)[N+](=O)[O-] (4'-bromoethyl-2-(4-nitrophenoxy) -1,1'-biphenyl), C(C)(C)(C)OC(=O)NC(CC(=O)N[C@H]1C(NC2=C(CC1)C=CC=C2)=O)(C)C (3-t-butoxycarbonylamino-3-methyl -N-[2,3,4,5-tetrahydro-2-oxo-1H-1-benzazepin-3-(R) -yl]-butanamide). Product: [N+](=O)([O-])C1=C(C=CC=C1)C1=C(C=C(C=C1)CN1C([C@@H](CCC2=C1C=CC=C2)NC(CC(C)(C)NC(OC(C)(C)C)=O)=O)=O)OC2=CC=CC=C2 (3-[[1-[[2'-nitrophenoxy-[1,1'-biphenyl]-4-yl]methyl]-2,3,4,5-tetrahydro-2-oxo-1H-benzazepin -3(R)-yl]amino]-1,1-dimethyl-3-oxopropylcarbamic acid, 1,1-dimethyethyl ester). RXN SMILES: BrCCC1C=CC([C:10]2[CH:15]=[CH:14][CH:13]=[CH:12][C:11]=2[O:16][C:17]2[CH:22]=[CH:21][C:20]([N+:23]([O-:25])=[O:24])=[CH:19][CH:18]=2)=CC=1.[C:26]([O:30][C:31]([NH:33][C:34]([CH3:52])([CH3:51])[CH2:35][C:36]([NH:38][C@@H:39]1[CH2:45][CH2:44][C:43]2[CH:46]=[CH:47][CH:48]=[CH:49][C:42]=2[NH:41][C:40]1=[O:50])=[O:37])=[O:32])([CH3:29])([CH3:28])[CH3:27]>>[N+:23]([C:20]1[CH:19]=[CH:22][CH:17]=[CH:18][C:21]=1[C:22]1[CH:15]=[CH:10][C:11]([CH2:12][N:41]2[C:42]3[CH:49]=[CH:48][CH:47]=[CH:46][C:43]=3[CH2:44][CH2:45][C@@H:39]([NH:38][C:36](=[O:37])[CH2:35][C:34]([NH:33][C:31](=[O:32])[O:30][C:26]([CH3:29])([CH3:27])[CH3:28])([CH3:52])[CH3:51])[C:40]2=[O:50])=[CH:18][C:17]=1[O:16][C:11]1[CH:12]=[CH:13][CH:14]=[CH:15][CH:10]=1)([O-:25])=[O:24]. Procedure: Prepared from 4'-bromoethyl-2-(4-nitrophenoxy) -1,1'-biphenyl and 3-t-butoxycarbonylamino-3-methyl -N-[2,3,4,5-tetrahydro-2-oxo-1H-1-benzazepin-3-(R) -yl]-butanamide (Example 57, Step A) by the procedure described in Example 69, Step D. 1NMR (200 MHz, CDCl3): 1.32 (s,6H), 1.38 (s,9H), 1.78 (m,1H), 2.3-2.7 (m,5H), 4.47 (m,1H), 4.75 (d,15 Hz,1H), 5.13 (d,15 Hz,1H), 6.63 (d,7 Hz,1H), 6.75 (d,8 Hz,2H), 7.05-7.50 (m,/11H), 7.97 (s,1H), 7.98 (d,8 Hz,2H). Run in O1CCOCC1 (dioxane). The yield is 96.0%. Reaction conditions: temperature 100 celsius. The reactants are NC1=CC=C(C=N1)[C@H]1CN(CC1)C(=O)OC(C)(C)C ((S)-tert-Butyl 3-(6-aminopyridin-3-yl)pyrrolidine-1-carboxylate), C([O-])([O-])=O.[Cs+].[Cs+] (cesium carbonate), BrC=1C(N(N=C(C1)Cl)C)=O (4-bromo-6-chloro-2-methylpyridazin-3(2H)-one), C1(=CC=CC=C1)P(C1=CC=CC=2C(C3=CC=CC(=C3OC12)P(C1=CC=CC=C1)C1=CC=CC=C1)(C)C)C1=CC=CC=C1 (4,5-bis(diphenylphosphino)-9,9-dimethylxanthene). RXN SMILES: [NH2:1][C:2]1[N:7]=[CH:6][C:5]([C@@H:8]2[CH2:12][CH2:11][N:10]([C:13]([O:15][C:16]([CH3:19])([CH3:18])[CH3:17])=[O:14])[CH2:9]2)=[CH:4][CH:3]=1.Br[C:21]1[C:22](=[O:29])[N:23]([CH3:28])[N:24]=[C:25]([Cl:27])[CH:26]=1.C1(P(C2C=CC=CC=2)C2C3OC4C(=CC=CC=4P(C4C=CC=CC=4)C4C=CC=CC=4)C(C)(C)C=3C=CC=2)C=CC=CC=1.C(=O)([O-])[O-].[Cs+].[Cs+]>O1CCOCC1.C1C=CC(/C=C/C(/C=C/C2C=CC=CC=2)=O)=CC=1.C1C=CC(/C=C/C(/C=C/C2C=CC=CC=2)=O)=CC=1.C1C=CC(/C=C/C(/C=C/C2C=CC=CC=2)=O)=CC=1.[Pd].[Pd]>[Cl:27][C:25]1[CH:26]=[C:21]([NH:1][C:2]2[N:7]=[CH:6][C:5]([C@@H:8]3[CH2:12][CH2:11][N:10]([C:13]([O:15][C:16]([CH3:19])([CH3:18])[CH3:17])=[O:14])[CH2:9]3)=[CH:4][CH:3]=2)[C:22](=[O:29])[N:23]([CH3:28])[N:24]=1 |f:3.4.5,7.8.9.10.11|. Procedure: (S)-tert-Butyl 3-(6-aminopyridin-3-yl)pyrrolidine-1-carboxylate (307 mg, 1.17 mmol, Eq: 1.00) and 4-bromo-6-chloro-2-methylpyridazin-3(2H)-one (313 mg, 1.4 mmol, Eq: 1.20) were combined with 4,5-bis(diphenylphosphino)-9,9-dimethylxanthene (101 mg, 175 μmol, eq: 0.15), cesium carbonate (1.14 g, 3.5 mmol, eq: 3) and tris(dibenzylideneacetone)dipalladium(0) (53.4 mg, 58.3 μmol, Eq: 0.05) in dioxane (8.0 ml). The solution was degassed with Ar. The reaction mixture heated at 100° C. for 18 h. The sol... The reagents and catalysts are C=1C=CC(=CC1)/C=C/C(=O)/C=C/C2=CC=CC=C2.C=1C=CC(=CC1)/C=C/C(=O)/C=C/C2=CC=CC=C2.C=1C=CC(=CC1)/C=C/C(=O)/C=C/C2=CC=CC=C2.[Pd].[Pd] (tris(dibenzylideneacetone)dipalladium(0)). Product: ClC=1C=C(C(N(N1)C)=O)NC1=CC=C(C=N1)[C@H]1CN(CC1)C(=O)OC(C)(C)C ((S)-tert-butyl 3-(6-(6-chloro-2-methyl-3-oxo-2,3-dihydropyridazin-4-ylamino)pyridin-3-yl)pyrrolidine-1-carboxylate).